Task: describe an organic reaction: reactants, conditions, products, and yield. Dataset: the Open Reaction Database (ORD), a public repository of structured organic reaction records Reported procedure: 4.33 g (10.0 millimoles) of (±)-7,8-dihydro-8-methyl-5-(3-methyl-4-nitro-phenyl)-9H-1,3-dioxolo[4,5-h][2,3]benzodiazepine-7-carboxylic acid-imidazolide are heated to boiling in 30 ml of cyclopropyl amine for 6 hours, whereupon the amine is distilled off in vacuo. The residue is taken up in 75 ml of dichloro methane, washed three times with 30 ml of water each, dried over magnesium sulfate and evaporated in vacuo. The crude product obtained is recrystallized from 40 ml of ethanol and washed with ... Reactants: amine, C1(CC1)N (cyclopropyl amine), CC1N(N=C(C2=C(C1)C=C1C(=C2)OCO1)C1=CC(=C(C=C1)[N+](=O)[O-])C)C(=O)O.[N-]1C=NC=C1 ((±)-7,8-dihydro-8-methyl-5-(3-methyl-4-nitro-phenyl)-9H-1,3-dioxolo[4,5-h][2,3]benzodiazepine-7-carboxylic acid imidazolide). The yield is 71.0%. RXN SMILES: [CH3:1][CH:2]1[CH2:8][C:7]2[CH:9]=[C:10]3[O:15][CH2:14][O:13][C:11]3=[CH:12][C:6]=2[C:5]([C:16]2[CH:21]=[CH:20][C:19]([N+:22]([O-:24])=[O:23])=[C:18]([CH3:25])[CH:17]=2)=[N:4][N:3]1[C:26](O)=[O:27].[N-]1C=CN=C1.[CH:34]1([NH2:37])[CH2:36][CH2:35]1>>[CH:34]1([NH:37][C:26]([N:3]2[CH:2]([CH3:1])[CH2:8][C:7]3[CH:9]=[C:10]4[O:15][CH2:14][O:13][C:11]4=[CH:12][C:6]=3[C:5]([C:16]3[CH:21]=[CH:20][C:19]([N+:22]([O-:24])=[O:23])=[C:18]([CH3:25])[CH:17]=3)=[N:4]2)=[O:27])[CH2:36][CH2:35]1 |f:0.1|. Yields the product C1(CC1)NC(=O)N1N=C(C2=C(CC1C)C=C1C(=C2)OCO1)C1=CC(=C(C=C1)[N+](=O)[O-])C ((±)-7-(N-cyclopropyl-carbamoyl)-7,8-dihydro-8-methyl-5-(3-methyl-4-nitro-phenyl)-9H-1,3-dioxolo [4.5-h]-[2.3]benzodiazepine).